Dataset: the Open Reaction Database (ORD), a public repository of structured organic reaction records. Task: describe an organic reaction: reactants, conditions, products, and yield Starting materials: C(C(=O)O)(=O)O (oxalic acid), FC1=CC=C(C=C1)C(C1CCNCC1)C1=CC=CC=C1 (4-[(4-fluorophenyl)phenylmethyl]piperidine), ClCCCOC1=C(C=C(C=C1)C(C)=O)OC (1-[4-(3-chloropropoxy)-3-methoxyphenyl]ethanone), C(CCC)O (1-butanol). The reagents and catalysts are [I-].[K+] (potassium iodide). Run in CO (methanol), C(C)OCC (ethyl ether). Yields the product C(C(=O)O)(=O)O.FC1=CC=C(C=C1)C(C1CCN(CC1)CCCOC1=C(C=C(C=C1)C(C)=O)OC)C1=CC=CC=C1 (1-[4-[3-[4-[(4-Fluorophenyl)phenylmethyl]-1-piperidinyl]propoxy]-3-methoxyphenyl]ethanone oxalate). The yield is 68.9%. RXN SMILES: [F:1][C:2]1[CH:7]=[CH:6][C:5]([CH:8]([C:15]2[CH:20]=[CH:19][CH:18]=[CH:17][CH:16]=2)[CH:9]2[CH2:14][CH2:13][NH:12][CH2:11][CH2:10]2)=[CH:4][CH:3]=1.Cl[CH2:22][CH2:23][CH2:24][O:25][C:26]1[CH:31]=[CH:30][C:29]([C:32](=[O:34])[CH3:33])=[CH:28][C:27]=1[O:35][CH3:36].C(O)CCC.[C:42]([OH:47])(=[O:46])[C:43]([OH:45])=[O:44]>CO.[I-].[K+].C(OCC)C>[C:42]([OH:47])(=[O:46])[C:43]([OH:45])=[O:44].[F:1][C:2]1[CH:3]=[CH:4][C:5]([CH:8]([C:15]2[CH:16]=[CH:17][CH:18]=[CH:19][CH:20]=2)[CH:9]2[CH2:10][CH2:11][N:12]([CH2:22][CH2:23][CH2:24][O:25][C:26]3[CH:31]=[CH:30][C:29]([C:32](=[O:34])[CH3:33])=[CH:28][C:27]=3[O:35][CH3:36])[CH2:13][CH2:14]2)=[CH:6][CH:7]=1 |f:5.6,8.9|. Procedure details: A solution of 4.42 g (0.0164 mole) of 4-[(4-fluorophenyl)phenylmethyl]piperidine and 4.11 g (0.0170 mole) of 1-[4-(3-chloropropoxy)-3-methoxyphenyl]ethanone, 0.01 g of potassium iodide and 1-butanol was refluxed for 18 hr. The solvent was removed in vacuo, and the residue was partitioned between methylene chloride and dilute sodium hydroxide. The solvent was removed in vacuo to give an oil. A solution of the oil in methanol was treated with an equivalent of oxalic acid, ethyl ether was added, an... The yield is 821.4%. Starting materials: [N-]=C=O.[N-]=C=O.O=C1C=C(CC(C)(C)C1)C (isophoronediisocyanate), FC(C(C(F)(F)F)(C1CCC(CC1)O)C1CCC(CC1)O)(F)F (4,4'-(perfluoroisopropylidene)dicyclohexanol), C(C=C)(=O)OCCO (2-hydroxyethyl acrylate). Reported procedure: In 300 g of acetone were dissolved 46.2 g of isophoronediisocyanate, 70.3 g of 4,4'-(perfluoroisopropylidene)dicyclohexanol and 0.8 g of di-n-butyltin dilaurate. The mixture was reacted at 54° to 56° C. for 15 hours with stirring while introducing dry nitrogen. To the mixture were added 10 g of 2-hydroxyethyl acrylate, 0.4 g of di-n-butyltin dilaurate and 0.1 g of hydroquinone monomethyl ether and the mixture was reacted at 54° to 56° C. for 16 hours. A few drops of the reaction mixture were pla... Product: C(C=C)(=O)O.NC(=O)OCC (urethane acrylate). Solvent: CC(=O)C (acetone). As a reaction SMILES: [N-:1]=[C:2]=[O:3].[N-]=C=O.[O:7]=[C:8]1CC(C)(C)CC(C)=[CH:9]1.FC(F)(F)C(C1CCC(O)CC1)(C1CCC(O)CC1)C(F)(F)F.[C:40]([O:44]CCO)(=[O:43])[CH:41]=[CH2:42]>CC(C)=O.C([O-])(=O)CCCCCCCCCCC.C([O-])(=O)CCCCCCCCCCC.C([Sn+2]CCCC)CCC.COC1C=CC(O)=CC=1>[C:40]([OH:44])(=[O:43])[CH:41]=[CH2:42].[NH2:1][C:2]([O:7][CH2:8][CH3:9])=[O:3] |f:0.1.2,6.7.8,10.11|. Reagents/catalysts: reaction mixture, C(CCCCCCCCCCC)(=O)[O-].C(CCCCCCCCCCC)(=O)[O-].C(CCC)[Sn+2]CCCC (di-n-butyltin dilaurate), C(CCCCCCCCCCC)(=O)[O-].C(CCCCCCCCCCC)(=O)[O-].C(CCC)[Sn+2]CCCC (di-n-butyltin dilaurate), COC1=CC=C(O)C=C1 (hydroquinone monomethyl ether). Reactants: C(C1=CC=CC=C1)N (benzylamine), C1(=CC=CC=C1)C1=NC=C(C=N1)C(=O)O (2-phenyl-pyrimidine-5-carboxylic acid), ON1N=NC2=C1C=CC=C2 (1-hydroxybenzotriazole), C(C(CO)(CO)N)O (trisamine), N=C=N (carbodiimide). Solvent: C(Cl)Cl (DCM). Conditions: time 30 minute. The product is C(C1=CC=CC=C1)NC(=O)C=1C=NC(=NC1)C1=CC=CC=C1 (2-Phenyl-pyrimidine-5-carboxylic acid benzylamide). As a reaction SMILES: [C:1]1([C:7]2[N:12]=[CH:11][C:10]([C:13]([OH:15])=O)=[CH:9][N:8]=2)[CH:6]=[CH:5][CH:4]=[CH:3][CH:2]=1.ON1C2C=CC=CC=2N=N1.N=C=N.[CH2:29]([NH2:36])[C:30]1[CH:35]=[CH:34][CH:33]=[CH:32][CH:31]=1.C(O)C(N)(CO)CO>C(Cl)Cl>[CH2:29]([NH:36][C:13]([C:10]1[CH:11]=[N:12][C:7]([C:1]2[CH:2]=[CH:3][CH:4]=[CH:5][CH:6]=2)=[N:8][CH:9]=1)=[O:15])[C:30]1[CH:35]=[CH:34][CH:33]=[CH:32][CH:31]=1. Procedure: A mixture of 2-phenyl-pyrimidine-5-carboxylic acid, (80 mg), 1-hydroxybenzotriazole (92 mg) and polymer supported-carbodiimide (640 mg, 1.25 mmol/g) in 8 mL of DCM is shaken at room temperature for 30 min and benzylamine (43 mg) is added. After shaking at room temperature for 1.5 days, PS-trisamine (295 mg, 4.08 mmol/g) is added. The mixture is continually shaken at room temperature for 16 hours. The solid is filtered and washed with DCM. The filtrate is concentrated to yield of 2-phenyl-pyrimid... Starting materials: N1CCCC1 (pyrrolidine), S(=O)(Cl)Cl (thionyl chloride), Cl.ClC1=CC=C2C(=CC=NC2=C1)NC=1C=CC(=C(C1)CO)N1CCOCC1 ({5-[(7-chloroquinolin-4-yl)amino]-2-(morpholin-4-yl)phenyl}methanol hydrochloride). Run in CN1CCCC1=O (NMP), CN1CCCC1=O (NMP), C(Cl)Cl (CH2Cl2). Conditions: time 3 hour. Yields the product ClC1=CC=C2C(=CC=NC2=C1)NC1=CC(=C(C=C1)N1CCOCC1)CN1CCCC1 (7-chloro-N-[4-(morpholin-4-yl)-3-(pyrrolidin-1-ylmethyl)phenyl]quinolin-4-amine). The yield is 95.5%. As a reaction SMILES: Cl.[Cl:2][C:3]1[CH:12]=[C:11]2[C:6]([C:7]([NH:13][C:14]3[CH:15]=[CH:16][C:17]([N:22]4[CH2:27][CH2:26][O:25][CH2:24][CH2:23]4)=[C:18]([CH2:20]O)[CH:19]=3)=[CH:8][CH:9]=[N:10]2)=[CH:5][CH:4]=1.S(Cl)(Cl)=O.[NH:32]1[CH2:36][CH2:35][CH2:34][CH2:33]1>CN1C(=O)CCC1.C(Cl)Cl>[Cl:2][C:3]1[CH:12]=[C:11]2[C:6]([C:7]([NH:13][C:14]3[CH:15]=[CH:16][C:17]([N:22]4[CH2:27][CH2:26][O:25][CH2:24][CH2:23]4)=[C:18]([CH2:20][N:32]4[CH2:36][CH2:35][CH2:34][CH2:33]4)[CH:19]=3)=[CH:8][CH:9]=[N:10]2)=[CH:5][CH:4]=1 |f:0.1|. Procedure details: To a suspension of {5-[(7-chloroquinolin-4-yl)amino]-2-(morpholin-4-yl)phenyl}methanol hydrochloride (0.105 g, 0.26 mmol) in 4 mL of NMP at 0° C. was added thionyl chloride (90 μL, 1.23 mmol). The reaction mixture was warmed up to room temperature and stirred for 3 h. The reaction mixture was then slowly added to pyrrolidine (0.65 mL, 7.75 mmol) in 1 mL of NMP at 0° C. and then stirred at room temperature for 2 h. This solution was diluted in 100 mL of CH2Cl2 and washed with a saturated aqueous ... The reactants are CC(C)(C)P(C(C)(C)C)C(C)(C)C, O=C([O-])[O-], CCOCC, COc1ccc(OB(O)O)cc1, ClC(Cl)Cl, Nc1cc(Cl)ccc1[N+](=O)[O-], [Cs+], [Cs+], C1COCCO1, O=C(C=Cc1ccccc1)C=Cc1ccccc1, O=C(C=Cc1ccccc1)C=Cc1ccccc1, O=C(C=Cc1ccccc1)C=Cc1ccccc1, [Pd], [Pd]. The product is COc1ccc(-c2ccc([N+](=O)[O-])c(N)c2)cc1. As a reaction SMILES: [C:1]([P:2]([C:3]([CH3:4])([CH3:5])[CH3:6])[C:7]([CH3:8])([CH3:9])[CH3:10])([CH3:11])([CH3:12])[CH3:13].[C:26](=[O:27])([O-:28])[O-:29].[CH3:103][CH2:104][O:105][CH2:106][CH3:107].[CH3:14][O:15][c:16]1[cH:17][cH:18][c:19]([O:22][B:23]([OH:24])[OH:25])[cH:20][cH:21]1.[CH:99]([Cl:100])([Cl:101])[Cl:102].[Cl:32][c:33]1[cH:34][cH:35][c:36]([N+:40](=[O:41])[O-:42])[c:37]([NH2:38])[cH:39]1.[Cs+:30].[Cs+:31].[O:108]1[CH2:109][CH2:110][O:111][CH2:112][CH2:113]1.[O:45]=[C:46]([CH:47]=[CH:48][c:49]1[cH:50][cH:51][cH:52][cH:53][cH:54]1)[CH:55]=[CH:56][c:57]1[cH:58][cH:59][cH:60][cH:61][cH:62]1.[O:63]=[C:64]([CH:65]=[CH:66][c:67]1[cH:68][cH:69][cH:70][cH:71][cH:72]1)[CH:73]=[CH:74][c:75]1[cH:76][cH:77][cH:78][cH:79][cH:80]1.[O:81]=[C:82]([CH:83]=[CH:84][c:85]1[cH:86][cH:87][cH:88][cH:89][cH:90]1)[CH:91]=[CH:92][c:93]1[cH:94][cH:95][cH:96][cH:97][cH:98]1.[Pd:43].[Pd:44]>>[CH3:14][O:15][c:16]1[cH:17][cH:18][c:19](-[c:33]2[cH:34][cH:35][c:36]([N+:40](=[O:41])[O-:42])[c:37]([NH2:38])[cH:39]2)[cH:20][cH:21]1.